Dataset: the Open Reaction Database (ORD), a public repository of structured organic reaction records. Task: describe an organic reaction: reactants, conditions, products, and yield Starting materials: P(=O)(O)(O)CNCC(=O)O (N-(phosphonomethyl)glycine), C(C)(=O)NCC(=O)O (N-acetylglycine), C(C)(=O)NCC(=O)O (N-acetylglycine). Yields the product C(C)(=O)N(CC(=O)O)CC(=O)O (N-acetyliminodiacetic acid). RXN SMILES: P(CN[CH2:7][C:8]([OH:10])=[O:9])(O)(O)=O.[C:11]([NH:14][CH2:15][C:16]([OH:18])=[O:17])(=[O:13])[CH3:12]>>[C:11]([N:14]([CH2:7][C:8]([OH:10])=[O:9])[CH2:15][C:16]([OH:18])=[O:17])(=[O:13])[CH3:12]. Procedure details: The preparation of N-(phosphonomethyl)glycine starting from N-acetglycine XVIII is depicted in Reaction Schemes 13 and 14. In this Reaction Scheme, N-acetglycine XVIII is carboxymethylated to yield N-acetyliminodiacetic acid XVI which is then converted to Glyphosate I as described in Reaction Schemes 6, 7, and 8. The product is O=C(O)c1cc2ccccc2cc1O. Reaction SMILES: [Na+:12].[O:24]=[C:25]=[O:26].[OH2:32].[OH:13][c:14]1[cH:15][c:16]2[c:17]([cH:18][cH:19][cH:20][cH:21]2)[cH:22][cH:23]1.[S:27](=[O:28])(=[O:29])([OH:30])[OH:31].[cH:1]1[c:2]([O-:11])[cH:3][cH:4][c:5]2[cH:6][cH:7][cH:8][cH:9][c:10]12>>[cH:1]1[c:2]([OH:11])[c:3]([C:25](=[O:24])[OH:26])[cH:4][c:5]2[cH:6][cH:7][cH:8][cH:9][c:10]12. The reactants are [Na+], O=C=O, O, Oc1ccc2ccccc2c1, O=S(=O)(O)O, [O-]c1ccc2ccccc2c1. Starting materials: FC=1C(=C(C(=O)OC)C=CC1F)NC (methyl 3,4-difluoro-2-(methylamino)benzoate), C([O-])([O-])=O.[K+].[K+] (potassium carbonate), C(C)OC(CC(=O)N(C)C1=C(C(=O)OC)C=CC(=C1F)F)=O (Methyl 2-(3-ethoxy-N-methyl-3-oxopropanamido)-3,4-difluorobenzoate), ClC(CC(=O)OCC)=O (ethyl 3-chloro-3-oxopropanoate). The solvent is C1CCOC1 (THF), O (water). Conditions: temperature 24 celsius, time 3 hour. The product is FC1=CC=C2C(=C(C(N(C2=C1F)C)=O)C(=O)OCC)O (Ethyl 7,8-difluoro-4-hydroxy-1-methyl-2-oxo-1,2-dihydroquinoline-3-carboxylate). Reaction SMILES: [CH2:1]([O:3][C:4](=[O:22])[CH2:5][C:6]([N:8]([C:10]1[C:19]([F:20])=[C:18]([F:21])[CH:17]=[CH:16][C:11]=1[C:12]([O:14]C)=O)[CH3:9])=[O:7])[CH3:2].FC1C(NC)=C(C=CC=1F)C(OC)=O.C(=O)([O-])[O-].[K+].[K+].ClC(=O)CC(OCC)=O>C1COCC1.O>[F:21][C:18]1[C:19]([F:20])=[C:10]2[C:11]([C:12]([OH:14])=[C:5]([C:4]([O:3][CH2:1][CH3:2])=[O:22])[C:6](=[O:7])[N:8]2[CH3:9])=[CH:16][CH:17]=1 |f:2.3.4|. Procedure: Methyl 2-(3-ethoxy-N-methyl-3-oxopropanamido)-3,4-difluorobenzoate. At 0° C., a suspension of methyl 3,4-difluoro-2-(methylamino)benzoate (1.10 g, 5.47 mmol) and potassium carbonate (0.98 g, 7.1 mmol) in THF (10 mL) was treated dropwise with ethyl 3-chloro-3-oxopropanoate (0.90 mL, 7.11 mmol). The mixture was warmed to 24° C., stirred for 3 hours, diluted with water, and extracted with EtOAc. The combined organic layers were dried over MgSO4, and evaporated. Purification by flash chromatography ... As a reaction SMILES: [Br-:1].[CH3:2][Mg+:3].[CH3:4][C:5]([CH2:6][c:7]1[n:8][c:9]([C:18]([CH:19]([c:20]2[cH:21][cH:22][c:23](-[c:26]3[n:27][cH:28][c:29]([F:32])[cH:30][cH:31]3)[cH:24][cH:25]2)[F:33])=[O:34])[n:10]([S:12](=[O:13])(=[O:14])[N:15]([CH3:16])[CH3:17])[cH:11]1)([CH3:35])[CH3:36].[O:37]1[CH2:38][CH2:39][CH2:40][CH2:41]1>>[CH3:2][C:18]([c:9]1[n:8][c:7]([CH2:6][C:5]([CH3:4])([CH3:35])[CH3:36])[cH:11][n:10]1[S:12](=[O:13])(=[O:14])[N:15]([CH3:16])[CH3:17])([CH:19]([c:20]1[cH:21][cH:22][c:23](-[c:26]2[n:27][cH:28][c:29]([F:32])[cH:30][cH:31]2)[cH:24][cH:25]1)[F:33])[OH:34]. The reactants are [Br-], C[Mg+], CN(C)S(=O)(=O)n1cc(CC(C)(C)C)nc1C(=O)C(F)c1ccc(-c2ccc(F)cn2)cc1, C1CCOC1. Product: CN(C)S(=O)(=O)n1cc(CC(C)(C)C)nc1C(C)(O)C(F)c1ccc(-c2ccc(F)cn2)cc1. Starting materials: C1(C(C=C(C2=CC=CC=C12)C=C(C1=CC=C(C=C1)N(C)C)C1=CC=C(C=C1)N(C)C)=O)=O (2-(1,2-naphthoquinon-4-yl)-1,1-bis(p-dimethylaminophenyl)ethylene), Cl.NO (hydroxylamine hydrochloride). Run in C(C)O (ethanol). Conditions: time 5 hour. Product: N(=O)C1=C(C=C(C2=CC=CC=C12)C=C(C1=CC=C(C=C1)N(C)C)C1=CC=C(C=C1)N(C)C)O (2-(1-nitroso-2-hydroxynaphthalen-4-yl)-1,1-bis(p-dimethylamin ophenyl)ethylene). Yield: 47.4%. As a reaction SMILES: [C:1]1(=O)[C:10]2[C:5](=[CH:6][CH:7]=[CH:8][CH:9]=2)[C:4]([CH:11]=[C:12]([C:22]2[CH:27]=[CH:26][C:25]([N:28]([CH3:30])[CH3:29])=[CH:24][CH:23]=2)[C:13]2[CH:18]=[CH:17][C:16]([N:19]([CH3:21])[CH3:20])=[CH:15][CH:14]=2)=[CH:3][C:2]1=[O:31].Cl.[NH2:34][OH:35]>C(O)C>[N:34]([C:1]1[C:10]2[C:5](=[CH:6][CH:7]=[CH:8][CH:9]=2)[C:4]([CH:11]=[C:12]([C:13]2[CH:14]=[CH:15][C:16]([N:19]([CH3:20])[CH3:21])=[CH:17][CH:18]=2)[C:22]2[CH:27]=[CH:26][C:25]([N:28]([CH3:29])[CH3:30])=[CH:24][CH:23]=2)=[CH:3][C:2]=1[OH:31])=[O:35] |f:1.2|. Reported procedure: 2-(1,2-naphthoquinon-4-yl)-1,1-bis(p-dimethylaminophenyl)ethylene (1.63 g; 0.004 mol) was dissolved in absolute ethanol (100 ml) by warming. To the solution, at room temperature, was added hydroxylamine hydrochloride (3.7 g;0.053 mol) and the resulting solution was stirred for 5 hours. The mixture was then evaporated to dryness treated with water and extracted with CH2Cl2. The organic extract was dried, evaporated to dryness and then chromatographed over silica (eluent:diethyl ether) to afford 2...